From a dataset of the Open Reaction Database (ORD), a public repository of structured organic reaction records. describe an organic reaction: reactants, conditions, products, and yield As a reaction SMILES: [CH2:30]1[O:31][CH2:32][CH2:33][CH2:34]1.[CH3:1][O:2][C:3](=[O:4])[c:5]1[s:6][c:7]([C:14]([NH:15][CH2:16][c:17]2[c:18]3[cH:19][n:20][nH:21][c:22]3[cH:23][cH:24][cH:25]2)=[O:26])[cH:8][c:9]1[C:10]([F:11])([F:12])[F:13].[ClH:35].[Li+:29].[OH-:28].[OH2:27].[OH2:36]>>[O:2]=[C:3]([OH:4])[c:5]1[s:6][c:7]([C:14]([NH:15][CH2:16][c:17]2[c:18]3[cH:19][n:20][nH:21][c:22]3[cH:23][cH:24][cH:25]2)=[O:26])[cH:8][c:9]1[C:10]([F:11])([F:12])[F:13]. Product: O=C(NCc1cccc2[nH]ncc12)c1cc(C(F)(F)F)c(C(=O)O)s1. The reactants are C1CCOC1, COC(=O)c1sc(C(=O)NCc2cccc3[nH]ncc23)cc1C(F)(F)F, Cl, [Li+], [OH-], O, O. Reactants: CC(C)(C)[O-].[K+] (KOtBu), [NH4+].[Cl-] (NH4Cl), COC(=O)C1=NC(=C(N=C1N)NCCOC)C#C[Si](C)(C)C (3-amino-5-(2-methoxy-ethylamino)-6-trimethylsilanylethynyl-pyrazine-2-carboxylic acid methyl ester), [NH4+].[Cl-] (NH4Cl). Solvent: C1CCOC1 (THF), C1CCOC1 (THF). Run at time 2 hour. Yields the product NC1=C(N=C2C(=N1)N(C=C2)CCOC)C(=O)O (3-Amino-5-(2-methoxy-ethyl)-5H-pyrrolo[2,3-b]pyrazine-2-carboxylic acid). RXN SMILES: C[O:2][C:3]([C:5]1[C:10]([NH2:11])=[N:9][C:8]([NH:12][CH2:13][CH2:14][O:15][CH3:16])=[C:7]([C:17]#[C:18][Si](C)(C)C)[N:6]=1)=[O:4].CC([O-])(C)C.[K+].[NH4+].[Cl-]>C1COCC1>[NH2:11][C:10]1[N:9]=[C:8]2[N:12]([CH2:13][CH2:14][O:15][CH3:16])[CH:18]=[CH:17][C:7]2=[N:6][C:5]=1[C:3]([OH:2])=[O:4] |f:1.2,3.4|. Procedure: To a solution of 3-amino-5-(2-methoxy-ethylamino)-6-trimethylsilanylethynyl-pyrazine-2-carboxylic acid methyl ester (487 mg, 1.51 mmol) in THF (7.6 ml) was added a suspension of KOtBu (356 mg, 3.17 mmol) in THF (7.6 ml) and the reaction mixture was stirred at r.t. for 2 h. At 0° C. solid NH4Cl (848 mg) was added and the mixture stirred for 30 min. After addition of half-saturated NH4Cl solution (15 ml) the mixture was extracted with EtOAc (2×15 ml), the pH of the aq. phase was adjusted the pH to... Starting materials: COc1ccc(C2OCC3CC(n4ccc5c(C)ncnc54)CC3O2)cc1, ClCCl, O=C1CCC(=O)N1I. Product: COc1ccc(C2OCC3CC(n4cc(I)c5c(C)ncnc54)CC3O2)cc1. RXN SMILES: [CH3:1][O:2][c:3]1[cH:4][cH:5][c:6]([CH:9]2[O:10][CH2:11][CH:12]3[CH:13]([O:14]2)[CH2:15][CH:16]([n:18]2[cH:19][cH:20][c:21]4[c:22]2[n:23][cH:24][n:25][c:26]4[CH3:27])[CH2:17]3)[cH:7][cH:8]1.[Cl:36][CH2:37][Cl:38].[I:28][N:29]1[C:30](=[O:31])[CH2:32][CH2:33][C:34]1=[O:35]>>[CH3:1][O:2][c:3]1[cH:4][cH:5][c:6]([CH:9]2[O:10][CH2:11][CH:12]3[CH:13]([O:14]2)[CH2:15][CH:16]([n:18]2[cH:19][c:20]([I:28])[c:21]4[c:22]2[n:23][cH:24][n:25][c:26]4[CH3:27])[CH2:17]3)[cH:7][cH:8]1. The reactants are CS(C)=O, C[S+](C)(C)=O, C=C(C(=O)OC)C1c2ccccc2Oc2nc(-c3ccc(C(=O)N(C)C)cc3)ccc21, [H-], [I-], [Na+]. Yields the product COC(=O)C1(C2c3ccccc3Oc3nc(-c4ccc(C(=O)N(C)C)cc4)ccc32)CC1. As a reaction SMILES: [CH3:40][S:41]([CH3:42])=[O:43].[CH3:4][S+:5]([CH3:6])([CH3:7])=[O:8].[CH3:9][N:10]([C:11](=[O:12])[c:13]1[cH:14][cH:15][c:16](-[c:19]2[cH:20][cH:21][c:22]3[c:23]([n:24]2)[O:25][c:26]2[cH:27][cH:28][cH:29][cH:30][c:31]2[CH:32]3[C:33]([C:34](=[O:35])[O:36][CH3:37])=[CH2:38])[cH:17][cH:18]1)[CH3:39].[H-:1].[I-:3].[Na+:2]>>[CH2:4]1[C:33]([CH:32]2[c:22]3[cH:21][cH:20][c:19](-[c:16]4[cH:15][cH:14][c:13]([C:11]([N:10]([CH3:9])[CH3:39])=[O:12])[cH:18][cH:17]4)[n:24][c:23]3[O:25][c:26]3[cH:27][cH:28][cH:29][cH:30][c:31]32)([C:34](=[O:35])[O:36][CH3:37])[CH2:38]1. The reactants are S1C(=NC2=C1C=CC=C2)NC2=C(C=C(C=C2)CC(=O)OC)Cl (methyl (4-(2-benzothiazolyl)amino-3-chlorophenyl)acetate), [OH-].[Na+] (NaOH). Run in C1CCOC1 (THF), ice. Run at time 15 hour. The product is S1C(=NC2=C1C=CC=C2)NC2=C(C=C(C=C2)CC(=O)O)Cl ((4-(2-benzothiazolyl)amino-3-chlorophenyl)acetic acid). The yield is 92.7%. As a reaction SMILES: [S:1]1[C:5]2[CH:6]=[CH:7][CH:8]=[CH:9][C:4]=2[N:3]=[C:2]1[NH:10][C:11]1[CH:16]=[CH:15][C:14]([CH2:17][C:18]([O:20]C)=[O:19])=[CH:13][C:12]=1[Cl:22].[OH-].[Na+]>C1COCC1>[S:1]1[C:5]2[CH:6]=[CH:7][CH:8]=[CH:9][C:4]=2[N:3]=[C:2]1[NH:10][C:11]1[CH:16]=[CH:15][C:14]([CH2:17][C:18]([OH:20])=[O:19])=[CH:13][C:12]=1[Cl:22] |f:1.2|. Procedure: In THF (5 ml) was dissolved methyl (4-(2-benzothiazolyl)amino-3-chlorophenyl)acetate (296 mg, 0.89 mmol). To the resulting solution was added 0.5N NaOH (5.0 ml, 2.50 mmol). The resulting mixture was stirred at room temperature for 15 hours. The reaction mixture was poured in ice-1N HCl to acidify the mixture. The crystals thus precipitated were collected by filtration under reduced pressure, washed with water and dried under reduced pressure to give (4-(2-benzothiazolyl)amino-3-chlorophenyl)acet... Reactants: N#Cc1ccc(CBr)cc1, O=C([O-])[O-], CC#N, [K+], [K+], CC(=O)Nc1cccc(-n2ncc(=O)[nH]c2=O)c1. Product: CC(=O)Nc1cccc(-n2ncc(=O)n(Cc3ccc(C#N)cc3)c2=O)c1. Reaction SMILES: [C:19](#[N:20])[c:21]1[cH:22][cH:23][c:24]([CH2:25][Br:26])[cH:27][cH:28]1.[C:29](=[O:30])([O-:31])[O-:32].[CH3:35][C:36]#[N:37].[K+:33].[K+:34].[O:1]=[c:2]1[n:3](-[c:9]2[cH:10][c:11]([NH:15][C:16]([CH3:17])=[O:18])[cH:12][cH:13][cH:14]2)[n:4][cH:5][c:6](=[O:8])[nH:7]1>>[O:1]=[c:2]1[n:3](-[c:9]2[cH:10][c:11]([NH:15][C:16]([CH3:17])=[O:18])[cH:12][cH:13][cH:14]2)[n:4][cH:5][c:6](=[O:8])[n:7]1[CH2:25][c:24]1[cH:23][cH:22][c:21]([C:19]#[N:20])[cH:28][cH:27]1. Reactants: C1(CC1)S(=O)(=O)NC(=O)[C@@]1([C@@H](C1)CC)NC(OC(C)(C)C)=O (Tert-butyl (1R,2R)-1-(cyclopropylsulfonylcarbamoyl)-2-ethylcyclopropylcarbamate). Conditions: time 5 hour. Procedure: Tert-butyl (1R,2R)-1-(cyclopropylsulfonylcarbamoyl)-2-ethylcyclopropylcarbamate (0.53 g, 1.60 mmol) was dissolved in 4 N HCl in dioxane (20 mL) and stirred at rt for 5 hour. Removal of solvent gave (1R,2R)-1-amino-N-(cyclopropylsulfonyl)-2-ethylcyclopropanecarboxamide dihydrchloride as a white foamy solid. It was used directly in the next step without further purification. Solvent: Cl (HCl), O1CCOCC1 (dioxane). RXN SMILES: [CH:1]1([S:4]([NH:7][C:8]([C@@:10]2([NH:15]C(=O)OC(C)(C)C)[CH2:12][C@H:11]2[CH2:13][CH3:14])=[O:9])(=[O:6])=[O:5])[CH2:3][CH2:2]1>Cl.O1CCOCC1>[NH2:15][C@:10]1([C:8]([NH:7][S:4]([CH:1]2[CH2:3][CH2:2]2)(=[O:6])=[O:5])=[O:9])[CH2:12][C@H:11]1[CH2:13][CH3:14]. Yields the product N[C@]1([C@@H](C1)CC)C(=O)NS(=O)(=O)C1CC1 ((1R,2R)-1-amino-N-(cyclopropylsulfonyl)-2-ethylcyclopropanecarboxamide). Reactants: [Cl-].[NH4+] (ammonium chloride), [Na] (monosodium), OC=1C=C(C=C(C1)Br)O (3-hydroxy-5-bromophenol), ClCC(OC)OC (1-chloro-2,2-dimethoxyethane). Solvent: O (water), CN(C=O)C (dimethylformamide). Conditions: temperature 90 celsius. The product is COC(COC=1C=C(C=C(C1)Br)O)OC (3-(2,2-dimethoxyethoxy)-5-bromophenol). As a reaction SMILES: [Na].[OH:2][C:3]1[CH:4]=[C:5]([OH:10])[CH:6]=[C:7]([Br:9])[CH:8]=1.Cl[CH2:12][CH:13]([O:16][CH3:17])[O:14][CH3:15].[Cl-].[NH4+]>O.CN(C)C=O>[CH3:15][O:14][CH:13]([O:16][CH3:17])[CH2:12][O:2][C:3]1[CH:4]=[C:5]([OH:10])[CH:6]=[C:7]([Br:9])[CH:8]=1 |f:3.4,^1:0|. Procedure: The monosodium salt of 3-hydroxy-5-bromophenol (0.05 mole) and dimethylformamide (75 ml) are charged under nitrogen gas into a glass reaction vessel equipped with a mechanical stirrer, thermometer and additional funnel. The mixture is stirred until dissolved, and 1-chloro-2,2-dimethoxyethane (0.05 mole) is added dropwise over a period of about 20 minutes. After the addition is completed, the reaction mixture is heated at about 90° C. with stirring for a period of about 48 hours. After this time ... Reactants: Cl.C(C)OC(C(C1=NC=C(C=C1)CN1CCOCC1)C1=C(C=CC(=C1)C#N)[N+](=O)[O-])=O ((5-Cyano-2-nitro-phenyl)-(5-morpholin-4-ylmethyl-pyridin-2-yl)-acetic acid ethyl ester hydrochloride salt), C(O)([O-])=O.[Na+] (sodium hydrogen carbonate). The solvent is O (water), C1(=CC=CC=C1)C (toluene). Reaction conditions: time 45 minute. The product is C(C)OC(C(C1=NC=C(C=C1)CN1CCOCC1)C1=C(C=CC(=C1)C#N)N)=O ((2-Amino-5-cyano-phenyl)-(5-morpholin-4-ylmethyl-pyridin-2-yl)-acetic acid ethyl ester). As a reaction SMILES: Cl.[CH2:2]([O:4][C:5](=[O:31])[CH:6]([C:20]1[CH:25]=[C:24]([C:26]#[N:27])[CH:23]=[CH:22][C:21]=1[N+:28]([O-])=O)[C:7]1[CH:12]=[CH:11][C:10]([CH2:13][N:14]2[CH2:19][CH2:18][O:17][CH2:16][CH2:15]2)=[CH:9][N:8]=1)[CH3:3].C(=O)([O-])O.[Na+]>C1(C)C=CC=CC=1.O>[CH2:2]([O:4][C:5](=[O:31])[CH:6]([C:20]1[CH:25]=[C:24]([C:26]#[N:27])[CH:23]=[CH:22][C:21]=1[NH2:28])[C:7]1[CH:12]=[CH:11][C:10]([CH2:13][N:14]2[CH2:19][CH2:18][O:17][CH2:16][CH2:15]2)=[CH:9][N:8]=1)[CH3:3] |f:0.1,2.3|. Procedure details: (5-Cyano-2-nitro-phenyl)-(5-morpholin-4-ylmethyl-pyridin-2-yl)-acetic acid ethyl ester hydrochloride salt (100 g, 223.7 mmol) was slurried in toluene at room temperature and a solution of sodium hydrogen carbonate (47 g, 559 mmol) in water (500 ml) was added and the reaction mixture stirred at room temperature for 45 mins. The organic phase was separated and washed twice with water (500 ml) then concentrated by distillation under vacuum to 229 ml. Dimethylformamide (846 ml) was then added follow...